From a dataset of the Open Reaction Database (ORD), a public repository of structured organic reaction records. describe an organic reaction: reactants, conditions, products, and yield Reactants: C(#N)CC1=CC=C(C=C1)NC(=O)C=1CCOC2=C(C1)C=C(C=C2)C2=CC=C(C=C2)C (N-(4-cyanomethylphenyl)-7-(4-methylphenyl)-2,3-dihydro-1-benzooxepine-4-carboxamide), Cl.C(C)O.O1CCOCC1 (hydrogen chloride ethanol dioxane). Run at time 8 hour. Yields the product CC1=CC=C(C=C1)C=1C=CC2=C(C=C(CCO2)C(=O)N)C1 (7-(4-methylphenyl)-2,3-dihydro-1-benzooxepine-4-carboxamide). Yield: 72.7%. RXN SMILES: C(CC1C=CC([NH:10][C:11]([C:13]2[CH2:14][CH2:15][O:16][C:17]3[CH:23]=[CH:22][C:21]([C:24]4[CH:29]=[CH:28][C:27]([CH3:30])=[CH:26][CH:25]=4)=[CH:20][C:18]=3[CH:19]=2)=[O:12])=CC=1)#N.Cl.C(O)C.O1CCOCC1>>[CH3:30][C:27]1[CH:26]=[CH:25][C:24]([C:21]2[CH:22]=[CH:23][C:17]3[O:16][CH2:15][CH2:14][C:13]([C:11]([NH2:10])=[O:12])=[CH:19][C:18]=3[CH:20]=2)=[CH:29][CH:28]=1 |f:1.2.3|. Reported procedure: To N-(4-cyanomethylphenyl)-7-(4-methylphenyl)-2,3-dihydro-1-benzooxepine-4-carboxamide (200 mg) was added a solution of a 28% hydrogen chloride/ethanol/dioxane (2 ml). The resulting mixture was kept overnight in a refrigerator and then was concentrated, and ethanol (4 ml) and piperidine (1 ml) were added to the residue. After being stirred at room temperature for one hour, the reaction mixture was concentrated and was mixed with an aqueous solution of sodium bicarbonate. The mixture was extracte... Product: COC1=C2CCC(CC2=C(C=C1)OC)(CCO)O (5,8-dimethoxy-1,2,3,4-tetrahydro-2-hydroxy-2-naphthaleneethanol). Reported procedure: 15.5 g of 5,8-dimethoxy-1,2,3,4-tetrahydro-2-hydroxy-2-naphthaleneacetic acid in 150 ml of tetrahydrofuran were added dropwise within 15 minutes to 3.32 g of lithium aluminum hydride in 150 ml of tetrahydrofuran. The reaction mixture was heated to reflux for 1 hour and then cooled. After the dropwise addition of 15 ml of ethyl acetate and 20 ml of water the suspension was filtered and the filtrate was concentrated. The product was purified by column chromatography (silica gel, chloroform/methano... Reaction SMILES: [CH3:1][O:2][C:3]1[CH:12]=[CH:11][C:10]([O:13][CH3:14])=[C:9]2[C:4]=1[CH2:5][CH2:6][C:7]([OH:19])([CH2:15][C:16](O)=[O:17])[CH2:8]2.[H-].[Al+3].[Li+].[H-].[H-].[H-].C(OCC)(=O)C.O>O1CCCC1>[CH3:1][O:2][C:3]1[CH:12]=[CH:11][C:10]([O:13][CH3:14])=[C:9]2[C:4]=1[CH2:5][CH2:6][C:7]([OH:19])([CH2:15][CH2:16][OH:17])[CH2:8]2 |f:1.2.3.4.5.6|. Run in O1CCCC1 (tetrahydrofuran), O1CCCC1 (tetrahydrofuran). Starting materials: COC1=C2CCC(CC2=C(C=C1)OC)(CC(=O)O)O (5,8-dimethoxy-1,2,3,4-tetrahydro-2-hydroxy-2-naphthaleneacetic acid), [H-].[Al+3].[Li+].[H-].[H-].[H-] (lithium aluminum hydride), C(C)(=O)OCC (ethyl acetate), O (water). The reactants are C1CCOC1, C[Si](C)(C)[N-][Si](C)(C)C, CC(C)(O)C(c1cc(F)cc(F)c1)C1CN(C(c2ccc(Cl)cc2)c2cccc(C#N)c2)C1, CI, [Na+]. The product is COC(C)(C)C(c1cc(F)cc(F)c1)C1CN(C(c2ccc(Cl)cc2)c2cccc(C#N)c2)C1. As a reaction SMILES: [CH2:46]1[O:47][CH2:48][CH2:49][CH2:50]1.[CH3:35][Si:36]([N-:37][Si:38]([CH3:39])([CH3:40])[CH3:41])([CH3:42])[CH3:43].[Cl:1][c:2]1[cH:3][cH:4][c:5]([CH:8]([c:9]2[cH:10][c:11]([C:12]#[N:13])[cH:14][cH:15][cH:16]2)[N:17]2[CH2:18][CH:19]([CH:21]([C:22]([CH3:23])([CH3:24])[OH:25])[c:26]3[cH:27][c:28]([F:33])[cH:29][c:30]([F:32])[cH:31]3)[CH2:20]2)[cH:6][cH:7]1.[I:44][CH3:45].[Na+:34]>>[Cl:1][c:2]1[cH:3][cH:4][c:5]([CH:8]([c:9]2[cH:10][c:11]([C:12]#[N:13])[cH:14][cH:15][cH:16]2)[N:17]2[CH2:18][CH:19]([CH:21]([C:22]([CH3:23])([CH3:24])[O:25][CH3:35])[c:26]3[cH:27][c:28]([F:33])[cH:29][c:30]([F:32])[cH:31]3)[CH2:20]2)[cH:6][cH:7]1. Starting materials: C(CCC)N(S(=O)(=O)C=1C=C(C(=O)Cl)C=CC1Cl)CCCC (3-di-n-butylsulfamoyl-4-chlorobenzoylchloride), C(C)OCC (diethyl ether), [N+](=[N-])=C (diazomethane), Cl (HCl). The solvent is COCCOCCOC (diethyleneglycol dimethyl ether). The product is C(CCC)N(S(=O)(=O)C=1C=C(C=CC1Cl)C(CCl)=O)CCCC (3'-Di-n-butylsulfamoyl-2,4'-dichloroacetophenone). Reaction SMILES: [CH2:1]([N:5]([CH2:19][CH2:20][CH2:21][CH3:22])[S:6]([C:9]1[CH:10]=[C:11]([CH:15]=[CH:16][C:17]=1[Cl:18])C(Cl)=O)(=[O:8])=[O:7])[CH2:2][CH2:3][CH3:4].[N+](=C)=[N-].[ClH:26].C([O:29][CH2:30][CH3:31])C>COCCOCCOC>[CH2:1]([N:5]([CH2:19][CH2:20][CH2:21][CH3:22])[S:6]([C:9]1[CH:10]=[C:11]([C:30](=[O:29])[CH2:31][Cl:26])[CH:15]=[CH:16][C:17]=1[Cl:18])(=[O:7])=[O:8])[CH2:2][CH2:3][CH3:4]. Procedure details: 18 g of the 3-di-n-butylsulfamoyl-4-chlorobenzoylchloride so obtained as an oil were reacted as prescribed in Example 70c) in diethyl ether with diazomethane and then with concentrated HCl in diethyleneglycol dimethyl ether and worked up, 3'-di-n-butylsulfamoyl-2,4'-dichlororacetophenone being obtained in the form of colorless crystals having a melting point of 71° C.